describe an organic reaction: reactants, conditions, products, and yield From a dataset of the Open Reaction Database (ORD), a public repository of structured organic reaction records. Reactants: CC(C)(C)OC(=O)N1CCC(c2cc(N(COCC[Si](C)(C)C)COCC[Si](C)(C)C)n3ncc(-c4ccc(Cl)nc4)c3n2)CC1, OB(O)c1ccccc1F, [K+], [K+], [K+], C1COCCO1, O, O, O=P([O-])([O-])[O-]. The product is CC(C)(C)OC(=O)N1CCC(c2cc(N(COCC[Si](C)(C)C)COCC[Si](C)(C)C)n3ncc(-c4ccc(-c5ccccc5F)nc4)c3n2)CC1. As a reaction SMILES: [CH3:1][Si:2]([CH2:3][CH2:4][O:5][CH2:6][N:7]([c:8]1[cH:9][c:10]([CH:24]2[CH2:25][CH2:26][N:27]([C:30](=[O:31])[O:32][C:33]([CH3:34])([CH3:35])[CH3:36])[CH2:28][CH2:29]2)[n:11][c:12]2[n:13]1[n:14][cH:15][c:16]2-[c:17]1[cH:18][n:19][c:20]([Cl:23])[cH:21][cH:22]1)[CH2:37][O:38][CH2:39][CH2:40][Si:41]([CH3:42])([CH3:43])[CH3:44])([CH3:45])[CH3:46].[F:47][c:48]1[c:49]([B:54]([OH:55])[OH:56])[cH:50][cH:51][cH:52][cH:53]1.[K+:62].[K+:63].[K+:64].[O:66]1[CH2:67][CH2:68][O:69][CH2:70][CH2:71]1.[OH2:65].[OH2:72].[P:57]([O-:58])([O-:59])([O-:60])=[O:61]>>[CH3:1][Si:2]([CH2:3][CH2:4][O:5][CH2:6][N:7]([c:8]1[cH:9][c:10]([CH:24]2[CH2:25][CH2:26][N:27]([C:30](=[O:31])[O:32][C:33]([CH3:34])([CH3:35])[CH3:36])[CH2:28][CH2:29]2)[n:11][c:12]2[n:13]1[n:14][cH:15][c:16]2-[c:17]1[cH:18][n:19][c:20](-[c:49]2[c:48]([F:47])[cH:53][cH:52][cH:51][cH:50]2)[cH:21][cH:22]1)[CH2:37][O:38][CH2:39][CH2:40][Si:41]([CH3:42])([CH3:43])[CH3:44])([CH3:45])[CH3:46]. The reactants are CC(C)(C)OC(=O)OC(=O)OC(C)(C)C, COC(=O)C(CO)NC(=O)OC(C)(C)C, COC(=O)C(COC(=O)OC(C)(C)C)N(C(=O)OC(C)(C)C)C(=O)OC(C)(C)C, CC#N, CN(C)c1ccncc1. Product: C=C(C(=O)OC)N(C(=O)OC(C)(C)C)C(=O)OC(C)(C)C. RXN SMILES: [C:16]([O:17][C:18]([O:19][C:20]([O:21][C:22]([CH3:23])([CH3:24])[CH3:25])=[O:26])=[O:27])([CH3:28])([CH3:29])[CH3:30].[CH3:1][O:2][C:3](=[O:4])[CH:5]([NH:6][C:7]([O:8][C:9]([CH3:10])([CH3:11])[CH3:12])=[O:13])[CH2:14][OH:15].[CH3:31][O:32][C:33]([CH:34]([CH2:35][O:36][C:37]([O:38][C:39]([CH3:40])([CH3:41])[CH3:42])=[O:43])[N:44]([C:45](=[O:46])[O:47][C:48]([CH3:49])([CH3:50])[CH3:51])[C:52](=[O:53])[O:54][C:55]([CH3:56])([CH3:57])[CH3:58])=[O:59].[CH3:60][C:61]#[N:62].[CH3:63][N:64]([CH3:65])[c:66]1[cH:67][cH:68][n:69][cH:70][cH:71]1>>[CH3:31][O:32][C:33]([C:34](=[CH2:35])[N:44]([C:45](=[O:46])[O:47][C:48]([CH3:49])([CH3:50])[CH3:51])[C:52](=[O:53])[O:54][C:55]([CH3:56])([CH3:57])[CH3:58])=[O:59]. Reactants: NC1=C(C=CC(=C1)Cl)SCC1=C(C(=O)OC)C=CC=C1 (methyl 2-(((2-amino-4-chlorophenyl)thio)methyl)benzoate), ClC1=C(C=C(C=C1)S(=O)(=O)Cl)C(F)(F)F (4-chloro-3-(trifluoromethyl)benzene-1-sulfonyl chloride). The solvent is N1=CC=CC=C1 (pyridine). Product: ClC1=CC(=C(C=C1)SCC1=C(C(=O)OC)C=CC=C1)NS(=O)(=O)C1=CC(=C(C=C1)Cl)C(F)(F)F (Methyl 2-({[4-chloro-2-({[4-chloro-3-(trifluoromethyl)phenyl]sulfonyl}amino)phenyl]sulfanyl}methyl)benzoate). Yield: 37.3%. RXN SMILES: [NH2:1][C:2]1[CH:7]=[C:6]([Cl:8])[CH:5]=[CH:4][C:3]=1[S:9][CH2:10][C:11]1[CH:20]=[CH:19][CH:18]=[CH:17][C:12]=1[C:13]([O:15][CH3:16])=[O:14].[Cl:21][C:22]1[CH:27]=[CH:26][C:25]([S:28](Cl)(=[O:30])=[O:29])=[CH:24][C:23]=1[C:32]([F:35])([F:34])[F:33]>N1C=CC=CC=1>[Cl:8][C:6]1[CH:5]=[CH:4][C:3]([S:9][CH2:10][C:11]2[CH:20]=[CH:19][CH:18]=[CH:17][C:12]=2[C:13]([O:15][CH3:16])=[O:14])=[C:2]([NH:1][S:28]([C:25]2[CH:26]=[CH:27][C:22]([Cl:21])=[C:23]([C:32]([F:35])([F:33])[F:34])[CH:24]=2)(=[O:30])=[O:29])[CH:7]=1. Procedure details: Following General Procedure B, the title compound (936 mg, 37%) was prepared from methyl 2-(((2-amino-4-chlorophenyl)thio)methyl)benzoate (1.41 g, 4.56 mmol) and 4-chloro-3-(trifluoromethyl)benzene-1-sulfonyl chloride (1.3 g, 4.56 mmol) in pyridine (10 ml). Run in O1CCOCC1 (dioxane), O (water). Procedure: To a solution of 3-[2-{2-(N-ethoxycarbonylmethyl-N-methylcarbamoyl)methyl-1-cyclohexenyl}-3-oxo-2,3-dihydropyridazin-6-yl]-2-phenylpyrazolo[1,5-a]pyridine (710 mg) in a mixture of dioxane (7 ml) and water (4 ml) was added 1N-aqueous sodium hydroxide solution (3.4 ml), which was stirred for two hours at room temperature. The reaction mixture was poured into ethyl acetate (100 ml) and aqueous layer was collected, which was adjusted to pH 1.5 with 6N-aqueous hydrochloric acid and extracted with eth... Reaction conditions: time 2 hour. Isolated yield 44.6%. Starting materials: C(C)OC(=O)CN(C(=O)CC1=C(CCCC1)N1N=C(C=CC1=O)C=1C(=NN2C1C=CC=C2)C2=CC=CC=C2)C (3-[2-{2-(N-ethoxycarbonylmethyl-N-methylcarbamoyl)methyl-1-cyclohexenyl}-3-oxo-2,3-dihydropyridazin-6-yl]-2-phenylpyrazolo[1,5-a]pyridine), C(C)(=O)OCC (ethyl acetate), [OH-].[Na+] (sodium hydroxide). The product is C(=O)(O)CN(C(=O)CC1=C(CCCC1)N1N=C(C=CC1=O)C=1C(=NN2C1C=CC=C2)C2=CC=CC=C2)C (3-[2-{2-(N-carboxymethyl-N-methylcarbamoyl)methyl-1-cyclohexenyl}-3-oxo-2,3-dihydropyridazin-6-yl]-2-phenylpyrazolo[1,5-a]pyridine). Reaction SMILES: C([O:3][C:4]([CH2:6][N:7]([CH3:39])[C:8]([CH2:10][C:11]1[CH2:16][CH2:15][CH2:14][CH2:13][C:12]=1[N:17]1[C:22](=[O:23])[CH:21]=[CH:20][C:19]([C:24]2[C:25]([C:33]3[CH:38]=[CH:37][CH:36]=[CH:35][CH:34]=3)=[N:26][N:27]3[CH:32]=[CH:31][CH:30]=[CH:29][C:28]=23)=[N:18]1)=[O:9])=[O:5])C.[OH-].[Na+].C(OCC)(=O)C>O1CCOCC1.O>[C:4]([CH2:6][N:7]([CH3:39])[C:8]([CH2:10][C:11]1[CH2:16][CH2:15][CH2:14][CH2:13][C:12]=1[N:17]1[C:22](=[O:23])[CH:21]=[CH:20][C:19]([C:24]2[C:25]([C:33]3[CH:34]=[CH:35][CH:36]=[CH:37][CH:38]=3)=[N:26][N:27]3[CH:32]=[CH:31][CH:30]=[CH:29][C:28]=23)=[N:18]1)=[O:9])([OH:5])=[O:3] |f:1.2|. Reactants: C[Al](C)C, Cc1ccccc1, CC(C)N, COC(=O)c1ccc(OCc2c(-c3ccc(F)cc3)noc2CO)nc1, C1COCCO1. Yields the product CC(C)NC(=O)c1ccc(OCc2c(-c3ccc(F)cc3)noc2CO)nc1. As a reaction SMILES: [CH3:1][Al:2]([CH3:3])[CH3:4].[CH3:35][c:36]1[cH:37][cH:38][cH:39][cH:40][cH:41]1.[CH3:5][CH:6]([CH3:7])[NH2:8].[CH3:9][O:10][C:11]([c:12]1[cH:13][n:14][c:15]([O:18][CH2:19][c:20]2[c:21](-[c:27]3[cH:28][cH:29][c:30]([F:33])[cH:31][cH:32]3)[n:22][o:23][c:24]2[CH2:25][OH:26])[cH:16][cH:17]1)=[O:34].[O:42]1[CH2:43][CH2:44][O:45][CH2:46][CH2:47]1>>[CH3:5][CH:6]([CH3:7])[NH:8][C:11]([c:12]1[cH:13][n:14][c:15]([O:18][CH2:19][c:20]2[c:21](-[c:27]3[cH:28][cH:29][c:30]([F:33])[cH:31][cH:32]3)[n:22][o:23][c:24]2[CH2:25][OH:26])[cH:16][cH:17]1)=[O:34].